This data is from the Open Reaction Database (ORD), a public repository of structured organic reaction records. The task is: describe an organic reaction: reactants, conditions, products, and yield As a reaction SMILES: [CH3:22][C:23](=[O:24])[OH:25].[CH3:26][OH:27].[CH3:29][CH2:30][O:31][CH2:32][CH3:33].[CH3:6][O:7][c:8]1[cH:9][c:10]([CH:11]=[O:12])[cH:13][c:14]([O:20][CH3:21])[c:15]1[O:16][CH2:17][O:18][CH3:19].[N+:2](=[O:3])([O-:4])[CH3:5].[Na:1].[OH2:28]>>[N+:2](=[O:3])([O-:4])[CH2:5][CH:11]([c:10]1[cH:9][c:8]([O:7][CH3:6])[c:15]([O:16][CH2:17][O:18][CH3:19])[c:14]([O:20][CH3:21])[cH:13]1)[OH:12]. The product is COCOc1c(OC)cc(C(O)C[N+](=O)[O-])cc1OC. Starting materials: CC(=O)O, CO, CCOCC, COCOc1c(OC)cc(C=O)cc1OC, C[N+](=O)[O-], [Na], O.